This data is from the Open Reaction Database (ORD), a public repository of structured organic reaction records. The task is: describe an organic reaction: reactants, conditions, products, and yield The reactants are O=C([O-])O, C1CCOC1, COC(=O)C(C)=O, CCOC(C)=O, CC(C)[N-]C(C)C, CCOP(=O)(OCC)C(F)c1ccc(-n2cnc(C)c2)c(OC)c1, [Li+], [Na+], O. Product: COC(=O)C(C)=C(F)c1ccc(-n2cnc(C)c2)c(OC)c1. RXN SMILES: [C:41](=[O:42])([OH:43])[O-:44].[CH2:46]1[O:47][CH2:48][CH2:49][CH2:50]1.[CH3:33][O:34][C:35](=[O:36])[C:37]([CH3:38])=[O:39].[CH3:51][CH2:52][O:53][C:54](=[O:55])[CH3:56].[CH:1]([N-:2][CH:3]([CH3:4])[CH3:5])([CH3:6])[CH3:7].[F:9][CH:10]([c:11]1[cH:12][c:13]([O:23][CH3:24])[c:14](-[n:17]2[cH:18][n:19][c:20]([CH3:22])[cH:21]2)[cH:15][cH:16]1)[P:25](=[O:26])([O:27][CH2:28][CH3:29])[O:30][CH2:31][CH3:32].[Li+:8].[Na+:45].[OH2:40]>>[F:9][C:10]([c:11]1[cH:12][c:13]([O:23][CH3:24])[c:14](-[n:17]2[cH:18][n:19][c:20]([CH3:22])[cH:21]2)[cH:15][cH:16]1)=[C:37]([C:35]([O:34][CH3:33])=[O:36])[CH3:38]. Reactants: C(C)(C)NC(C)C (diisopropylamine), O (water), C1CCOC1 (THF), BrC=1C=C2C(=NC1)OC1=CC=C(C=C1C21N=C(OC1)N)I (3-bromo-7-iodo-5′H-spiro[chromeno[2,3-b]pyridine-5,4′-[1,3]oxazol]-2′-amine), CC(C)(C#C)O (2-methylbut-3-yn-2-ol). Reagents/catalysts: C=1C=CC(=CC1)[P](C=2C=CC=CC2)(C=3C=CC=CC3)[Pd]([P](C=4C=CC=CC4)(C=5C=CC=CC5)C=6C=CC=CC6)([P](C=7C=CC=CC7)(C=8C=CC=CC8)C=9C=CC=CC9)[P](C=1C=CC=CC1)(C=1C=CC=CC1)C=1C=CC=CC1 (tetrakis(triphenylphosphine)palladium), [Cu](I)I (copper iodide). Solvent: C(C)(=O)OCC (ethyl acetate). Conditions: time 12 hour. Product: NC=1OCC2(N1)C1=CC(=CC=C1OC1=NC=C(C=C12)C#CC(C)(O)C)C#CC(C)(O)C (4,4′-(-2′-aminospiro[chromeno[2,3-b]pyridine-5,4′-[1,3]oxazole]-3,7-diyl)bis(2-methyl-3-butyn-2-ol)). Yield: 13.2%. Reaction SMILES: Br[C:2]1[CH:3]=[C:4]2[C:15]3([CH2:19][O:18][C:17]([NH2:20])=[N:16]3)[C:14]3[C:9](=[CH:10][CH:11]=[C:12](I)[CH:13]=3)[O:8][C:5]2=[N:6][CH:7]=1.[CH2:22]1COC[CH2:23]1.[CH3:27][C:28]([OH:32])([C:30]#[CH:31])[CH3:29].C(N[CH:37]([CH3:39])[CH3:38])(C)C.[OH2:40]>C1C=CC([P]([Pd]([P](C2C=CC=CC=2)(C2C=CC=CC=2)C2C=CC=CC=2)([P](C2C=CC=CC=2)(C2C=CC=CC=2)C2C=CC=CC=2)[P](C2C=CC=CC=2)(C2C=CC=CC=2)C2C=CC=CC=2)(C2C=CC=CC=2)C2C=CC=CC=2)=CC=1.[Cu](I)I.C(OCC)(=O)C>[NH2:20][C:17]1[O:18][CH2:19][C:15]2([C:4]3[C:5](=[N:6][CH:7]=[C:2]([C:31]#[C:30][C:28]([CH3:29])([OH:32])[CH3:27])[CH:3]=3)[O:8][C:9]3[C:14]2=[CH:13][C:12]([C:22]#[C:23][C:37]([CH3:38])([OH:40])[CH3:39])=[CH:11][CH:10]=3)[N:16]=1 |^1:44,46,65,84|. Procedure details: A resealable tube was charged with 3-bromo-7-iodo-5′H-spiro[chromeno[2,3-b]pyridine-5,4′-[1,3]oxazol]-2′-amine (0.500 g, 1.092 mmol), tetrakis(triphenylphosphine)palladium (0.126 g, 0.109 mmol) and copper iodide (0.021 g, 0.109 mmol). THF (2.183 mL, 1.092 mmol) was added followed by 2-methylbut-3-yn-2-ol (0.138 g, 1.637 mmol) and diisopropylamine (1.556 mL, 10.92 mmol). The reaction vessel was sealed and stirred at rt for 12 hours. The reaction was diluted with water (25 mL) and poured into a se...